From a dataset of the Open Reaction Database (ORD), a public repository of structured organic reaction records. describe an organic reaction: reactants, conditions, products, and yield Starting materials: CC(=O)OCC(=O)Cc1ccc(Cl)cc1, O=C(O)c1c(O)c(Cc2ccc(Cl)cc2)nc2c(-c3ccccc3)cccc12, O=C1Nc2c(F)cccc2C1=O. Product: O=C(O)c1c(O)c(Cc2ccc(Cl)cc2)nc2c(F)cccc12. As a reaction SMILES: [C:41]([O:42][CH2:43][C:44](=[O:45])[CH2:46][c:47]1[cH:48][cH:49][c:50]([Cl:51])[cH:52][cH:53]1)(=[O:54])[CH3:55].[Cl:1][c:2]1[cH:3][cH:4][c:5]([CH2:6][c:7]2[n:8][c:9]3[c:10](-[c:21]4[cH:22][cH:23][cH:24][cH:25][cH:26]4)[cH:11][cH:12][cH:13][c:14]3[c:15]([C:18](=[O:19])[OH:20])[c:16]2[OH:17])[cH:27][cH:28]1.[F:29][c:30]1[cH:31][cH:32][cH:33][c:34]2[c:35]1[NH:36][C:37](=[O:38])[C:39]2=[O:40]>>[Cl:1][c:2]1[cH:3][cH:4][c:5]([CH2:6][c:7]2[n:8][c:9]3[c:10]([F:29])[cH:11][cH:12][cH:13][c:14]3[c:15]([C:18](=[O:19])[OH:20])[c:16]2[OH:17])[cH:27][cH:28]1. Conditions: temperature 60 celsius, time 4 hour. Run in O (water). Procedure: Additional procedure. ZnCl2 (352.3 g 2.59 moles) was added to a 2 L round bottom flask equipped with a mechanical stirrer, nitrogen inlet-outlet, temperature probe, and condenser. Acetone cyanohydrin (110.0 g 1.29 moles) was slowly added to the stirred solid over 30 minutes keeping the temperature below 32° C. with external cooling. To the slurry, 2-chloroethanol (124.9 g 1.55 moles) was slowly added over 20 minutes keeping the temperature below 32° C. with external cooling. Acetone (3.75 g, 64.... Isolated yield 46.6%. Product: ClCCOC(C#N)(C)C (2-(2-chloroethoxy)-2-methylpropanenitrile). Reaction SMILES: [CH3:1][C:2]([CH3:6])([OH:5])[C:3]#[N:4].[Cl:7][CH2:8][CH2:9]O.CC(C)=O>O.[Cl-].[Cl-].[Zn+2]>[Cl:7][CH2:8][CH2:9][O:5][C:2]([CH3:6])([CH3:1])[C:3]#[N:4] |f:4.5.6|. Starting materials: CC(C#N)(O)C (Acetone cyanohydrin), ClCCO (2-chloroethanol), CC(=O)C (Acetone). Reagents/catalysts: [Cl-].[Cl-].[Zn+2] (ZnCl2).